The task is: describe an organic reaction: reactants, conditions, products, and yield. This data is from the Open Reaction Database (ORD), a public repository of structured organic reaction records. Reactants: [Cl-], O=[N+]([O-])c1ccc(F)c2ccccc12, [H-], [NH4+], [Na+], CN(C)C=O, CC(O)Cc1ccnc(NC(=O)OC(C)(C)C)c1. Yields the product CC(Cc1ccnc(NC(=O)OC(C)(C)C)c1)Oc1ccc([N+](=O)[O-])c2ccccc12. RXN SMILES: [Cl-:35].[F:21][c:22]1[cH:23][cH:24][c:25]([N+:32](=[O:33])[O-:34])[c:26]2[cH:27][cH:28][cH:29][cH:30][c:31]12.[H-:1].[NH4+:36].[Na+:2].[O:37]=[CH:38][N:39]([CH3:40])[CH3:41].[OH:3][CH:4]([CH2:5][c:6]1[cH:7][c:8]([NH:12][C:13]([O:14][C:15]([CH3:16])([CH3:17])[CH3:18])=[O:19])[n:9][cH:10][cH:11]1)[CH3:20]>>[O:3]([CH:4]([CH2:5][c:6]1[cH:7][c:8]([NH:12][C:13]([O:14][C:15]([CH3:16])([CH3:17])[CH3:18])=[O:19])[n:9][cH:10][cH:11]1)[CH3:20])[c:22]1[cH:23][cH:24][c:25]([N+:32](=[O:33])[O-:34])[c:26]2[cH:27][cH:28][cH:29][cH:30][c:31]12. The reactants are C([O-])(O)=O.[Na+] (sodium bicarbonate), P(O)(O)(O)=O (phosphoric acid), C(N)(=O)OCC=1CS[C@H]2N(C1C(=O)O)C(C2NC(CC(CSC#N)=O)=O)=O (3-carbamoyloxymethyl-7-(3-oxo-4-thiocyanatobutyramido)-3-cephem-4-carboxylic acid), C(C)(=O)OCC (ethyl acetate). Solvent: P(=O)([O-])([O-])[O-] (phosphate). Conditions: time 30 hour. Yields the product C(N)(=O)OCC=1CS[C@H]2N(C1C(=O)O)C(C2NC(CC=2NC(SC2)=O)=O)=O (3-carbamoyloxymethyl-7-(2-oxo-2,3-dihydrothiazol-4-yl)acetamido-3-cephem-4-carboxylic acid). Yield: 30.3%. RXN SMILES: C(=O)(O)[O-:2].[Na+].[C:6]([O:9][CH2:10][C:11]1[CH2:12][S:13][C@@H:14]2[CH:21]([NH:22][C:23](=[O:31])[CH2:24][C:25](=O)[CH2:26][S:27][C:28]#[N:29])[C:20](=[O:32])[N:15]2[C:16]=1[C:17]([OH:19])=[O:18])(=[O:8])[NH2:7].C(OCC)(=O)C.P(=O)(O)(O)O>P([O-])([O-])([O-])=O>[C:6]([O:9][CH2:10][C:11]1[CH2:12][S:13][C@@H:14]2[CH:21]([NH:22][C:23](=[O:31])[CH2:24][C:25]3[NH:29][C:28](=[O:2])[S:27][CH:26]=3)[C:20](=[O:32])[N:15]2[C:16]=1[C:17]([OH:19])=[O:18])(=[O:8])[NH2:7] |f:0.1|. Procedure: To a solution of sodium bicarbonate (0.067 g.) in pH 6.4 phosphate buffer (5 ml.) was gradually added 3-carbamoyloxymethyl-7-(3-oxo-4-thiocyanatobutyramido)-3-cephem-4-carboxylic acid (0.33 g.) with stirring at room temperature, and then the mixture was allowed to stand for 30 hours at room temperature. After the reaction, to the reaction mixture was added ethyl acetate (50 ml.). The reaction mixture was adjusted to pH 2 with 50% phosphoric acid, and then the ethyl acetate layer was separated th... The reactants are FC=1C=C(C=CC1)C1=NC2=C(C=CC=C2C=C1C=O)OC (2-(3-fluorophenyl)-8-methoxyquinoline-3-carbaldehyde), O1CCCC1 (tetrahydrofuran), [BH4-].[Na+] (sodium borohydride). Run at temperature 0 celsius. Yields the product FC=1C=C(C=CC1)C1=NC2=C(C=CC=C2C=C1CO)OC ((2-(3-fluorophenyl)-8-methoxyquinolin-3-yl)methanol). Reaction SMILES: [F:1][C:2]1[CH:3]=[C:4]([C:8]2[C:17]([CH:18]=[O:19])=[CH:16][C:15]3[C:10](=[C:11]([O:20][CH3:21])[CH:12]=[CH:13][CH:14]=3)[N:9]=2)[CH:5]=[CH:6][CH:7]=1.O1CCCC1.[BH4-].[Na+]>>[F:1][C:2]1[CH:3]=[C:4]([C:8]2[C:17]([CH2:18][OH:19])=[CH:16][C:15]3[C:10](=[C:11]([O:20][CH3:21])[CH:12]=[CH:13][CH:14]=3)[N:9]=2)[CH:5]=[CH:6][CH:7]=1 |f:2.3|. Procedure details: To a solution of 2-(3-fluorophenyl)-8-methoxyquinoline-3-carbaldehyde (2.2967 g, 8.165 mmol) in tetrahydrofuran (40.83 mL, 8.165 mmol) at 0° C. was added sodium borohydride (0.4634 g, 12.25 mmol) and the mixture was stirred at 0° C. After 1 h of stirring at 0° C., the mixture was partitioned between EtOAc (100 mL) and H2O (100 mL), and the organic layer was washed with brine (100 mL×2), dried over Na2SO4, filtered, and concentrated under reduced pressure to give (2-(3-fluorophenyl)-8-methoxyquin... Reactants: C1CCOC1, CN, CSc1ncc2cc(-c3ccc(F)c(NC(=O)Nc4cc(-c5ccccc5)ncn4)c3)c(=O)n(C)c2n1. Yields the product CNc1ncc2cc(-c3ccc(F)c(NC(=O)Nc4cc(-c5ccccc5)ncn4)c3)c(=O)n(C)c2n1. As a reaction SMILES: [CH2:40]1[O:41][CH2:42][CH2:43][CH2:44]1.[CH3:38][NH2:39].[F:1][c:2]1[c:3]([NH:22][C:23](=[O:24])[NH:25][c:26]2[n:27][cH:28][n:29][c:30](-[c:32]3[cH:33][cH:34][cH:35][cH:36][cH:37]3)[cH:31]2)[cH:4][c:5](-[c:8]2[cH:9][c:10]3[c:11]([n:12][c:13]([S:16][CH3:17])[n:14][cH:15]3)[n:18]([CH3:21])[c:19]2=[O:20])[cH:6][cH:7]1>>[F:1][c:2]1[c:3]([NH:22][C:23](=[O:24])[NH:25][c:26]2[n:27][cH:28][n:29][c:30](-[c:32]3[cH:33][cH:34][cH:35][cH:36][cH:37]3)[cH:31]2)[cH:4][c:5](-[c:8]2[cH:9][c:10]3[c:11]([n:12][c:13]([NH:39][CH3:38])[n:14][cH:15]3)[n:18]([CH3:21])[c:19]2=[O:20])[cH:6][cH:7]1. Reactants: CCO, CCNC(=O)Nc1nc2ccc(C#Cc3ccccc3)cc2s1. The product is CCNC(=O)Nc1nc2ccc(C=Cc3ccccc3)cc2s1. As a reaction SMILES: [CH3:24][CH2:25][OH:26].[c:1]1([C:7]#[C:8][c:9]2[cH:10][c:11]3[c:12]([n:13][c:14]([NH:16][C:17](=[O:18])[NH:19][CH2:20][CH3:21])[s:15]3)[cH:22][cH:23]2)[cH:2][cH:3][cH:4][cH:5][cH:6]1>>[c:1]1([CH:7]=[CH:8][c:9]2[cH:10][c:11]3[c:12]([n:13][c:14]([NH:16][C:17](=[O:18])[NH:19][CH2:20][CH3:21])[s:15]3)[cH:22][cH:23]2)[cH:2][cH:3][cH:4][cH:5][cH:6]1. The reactants are C(C)(=O)OC=1C=C2C(=NC=NC2=CC1OC)Cl (4-chloro-7-methoxyquinazolin-6-yl acetate), FC1=CC=C(N)C=C1 (4-fluoroaniline). Run in C(C)(C)O (isopropanol). Conditions: temperature 83 celsius, time 8 hour. Yields the product C(C)(=O)OC=1C=C2C(=NC=NC2=CC1OC)NC1=CC=C(C=C1)F (4-((4-fluorophenyl)amino)-7-methoxyquinazolin-6-yl acetate). Yield: 85.9%. RXN SMILES: [C:1]([O:4][C:5]1[CH:6]=[C:7]2[C:12](=[CH:13][C:14]=1[O:15][CH3:16])[N:11]=[CH:10][N:9]=[C:8]2Cl)(=[O:3])[CH3:2].[F:18][C:19]1[CH:25]=[CH:24][C:22]([NH2:23])=[CH:21][CH:20]=1>C(O)(C)C>[C:1]([O:4][C:5]1[CH:6]=[C:7]2[C:12](=[CH:13][C:14]=1[O:15][CH3:16])[N:11]=[CH:10][N:9]=[C:8]2[NH:23][C:22]1[CH:24]=[CH:25][C:19]([F:18])=[CH:20][CH:21]=1)(=[O:3])[CH3:2]. Procedure details: A suspension of 4-chloro-7-methoxyquinazolin-6-yl acetate (2.17 g), 4-fluoroaniline (1.00 mL) and isopropanol (40 mL) was stirred at 83° C. overnight. The reaction mixture was cooled to room temperature and filtered, the residue was washed with 100 mL of isopropanol and dried to afford the desired compound as a solid (2.42 g, 85.90%)